Dataset: the Open Reaction Database (ORD), a public repository of structured organic reaction records. Task: describe an organic reaction: reactants, conditions, products, and yield Starting materials: CON=C1CN(CC1(CO)COS(=O)(=O)C)CC1=CC=CC=C1 (1-benzyl-4-methanesulfonyloxymethyl-4-hydroxymethyl-pyrrolidine-3-one-O-methyloxime), [N-]=[N+]=[N-].[Na+] (sodium azide). The solvent is CN(C=O)C (dimethylformamide). Run at temperature 110 celsius, time 6 hour. Product: CON=C1CN(CC1(CO)CN=[N+]=[N-])CC1=CC=CC=C1 (1-benzyl-4-azidomethyl-4-hydroxymethyl-pyrrolidine-3-one-O-methyloxime). Isolated yield 87.3%. RXN SMILES: [CH3:1][O:2][N:3]=[C:4]1[C:8]([CH2:11]OS(C)(=O)=O)([CH2:9][OH:10])[CH2:7][N:6]([CH2:17][C:18]2[CH:23]=[CH:22][CH:21]=[CH:20][CH:19]=2)[CH2:5]1.[N-:24]=[N+:25]=[N-:26].[Na+]>CN(C)C=O>[CH3:1][O:2][N:3]=[C:4]1[C:8]([CH2:11][N:24]=[N+:25]=[N-:26])([CH2:9][OH:10])[CH2:7][N:6]([CH2:17][C:18]2[CH:23]=[CH:22][CH:21]=[CH:20][CH:19]=2)[CH2:5]1 |f:1.2|. Procedure details: 1-benzyl-4-methanesulfonyloxymethyl-4-hydroxymethyl-pyrrolidine-3-one-O-methyloxime was dissolved in 400 ml of dimethylformamide and thereto 21 g of sodium azide was added and the resulting solution was stirred for 6 hours at 110° C. The reaction mixture was concentrated under the reduce pressure, diluted with 300 ml of ethylether, washed twice with each 200 ml of water and twice with each 200 ml of saline solution, dried with magnesium sulfate, filtered and concentrated under the reduced pressu... Reactants: CC1=C(C(C(=O)O)=CC=C1)N (3-Methylanthranilic acid), C1(=CC=CC=C1)CC(=S)Cl (α-phenylthioacetyl chloride), Cl (hydrochloric acid). Solvent: [OH-].[Na+] (sodium hydroxide). The product is CC1=C(C(C(=O)O)=CC=C1)NC(CC1=CC=CC=C1)=S (3-methyl-N-(phenylthioacetyl)anthranilic acid). Isolated yield 93.4%. As a reaction SMILES: [CH3:1][C:2]1[CH:10]=[CH:9][CH:8]=[C:4]([C:5]([OH:7])=[O:6])[C:3]=1[NH2:11].[C:12]1([CH2:18][C:19](Cl)=[S:20])[CH:17]=[CH:16][CH:15]=[CH:14][CH:13]=1.Cl>[OH-].[Na+]>[CH3:1][C:2]1[CH:10]=[CH:9][CH:8]=[C:4]([C:5]([OH:7])=[O:6])[C:3]=1[NH:11][C:19](=[S:20])[CH2:18][C:12]1[CH:17]=[CH:16][CH:15]=[CH:14][CH:13]=1 |f:3.4|. Reported procedure: Benzenethiol and butyl bromoacetate were reacted by a conventional method and then hydrolyzed to obtain α-phenylthioacetatic acid. α-phenylthioacetatic acid was reacted with thionyl chloride by a convention method to obtain α-phenylthioacetyl chloride. 3-Methylanthranilic acid 5g (33 mmol) was dissolved in 10% aqueous sodium hydroxide solution 27 ml and to this solution, α-phenylthioacetyl chloride 5.5 ml (33 mmol) was added dropwise at 0° C. The resulting solution was stirred at room temperatur... Starting materials: Fc1cc(Cl)cc(Br)c1, CC(C)(C)OC(=O)N1CC(=O)C1, CCOCC, [Cl-], I, [Mg], [NH4+], C1CCOC1, O. The product is CC(C)(C)OC(=O)N1CC(O)(c2cc(F)cc(Cl)c2)C1. RXN SMILES: [Br:1][c:2]1[cH:3][c:4]([Cl:9])[cH:5][c:6]([F:8])[cH:7]1.[C:12](=[O:13])([O:14][C:15]([CH3:16])([CH3:17])[CH3:18])[N:19]1[CH2:20][C:21](=[O:23])[CH2:22]1.[CH3:31][CH2:32][O:33][CH2:34][CH3:35].[Cl-:24].[I:11].[Mg:10].[NH4+:25].[O:26]1[CH2:27][CH2:28][CH2:29][CH2:30]1.[OH2:36]>>[c:2]1([C:21]2([OH:23])[CH2:20][N:19]([C:12](=[O:13])[O:14][C:15]([CH3:16])([CH3:17])[CH3:18])[CH2:22]2)[cH:3][c:4]([Cl:9])[cH:5][c:6]([F:8])[cH:7]1. Reactants: N#CC(=O)c1cc(Cl)cc(Cl)c1Cl, Cl, O. The product is NC(=O)C(=O)c1cc(Cl)cc(Cl)c1Cl. RXN SMILES: [Cl:1][c:2]1[c:3]([C:4](=[O:5])[C:6]#[N:7])[cH:8][c:9]([Cl:13])[cH:10][c:11]1[Cl:12].[ClH:14].[OH2:15]>>[Cl:1][c:2]1[c:3]([C:4](=[O:5])[C:6]([NH2:7])=[O:15])[cH:8][c:9]([Cl:13])[cH:10][c:11]1[Cl:12]. Starting materials: C(C)(=O)N(C1=CC=C(C=C1)C(C)C)C1=CC=C(C=C1)C(C)C (N-Acetyl-N,N-di(4-isopropylphenyl)amine). The product is C(C)(C)C1=CC=C(C=C1)NC1=CC=C(C=C1)C(C)C (N,N-Di-(4-isopropylphenyl)amine). Reaction conditions: time 30 hour. Reported procedure: N-Acetyl-N,N-di(4-isopropylphenyl)amine (5.4 g, 18.4 mmol) are heated to reflux in 100 ml of 20% aqueous ethanol. The reaction is monitored by thin-layer chromatography. After 30 h, no reactant is any longer detectable in the TLC. The ethanolic solution is poured into dist. water, and the brownish precipitate is filtered off with suction, dissolved in dichloromethane and dried with sodium sulphate. The solution is concentrated and chromatographed through a short silica gel column with 50% dichlo... Reaction SMILES: C([N:4]([C:14]1[CH:19]=[CH:18][C:17]([CH:20]([CH3:22])[CH3:21])=[CH:16][CH:15]=1)[C:5]1[CH:10]=[CH:9][C:8]([CH:11]([CH3:13])[CH3:12])=[CH:7][CH:6]=1)(=O)C>C(O)C>[CH:20]([C:17]1[CH:18]=[CH:19][C:14]([NH:4][C:5]2[CH:6]=[CH:7][C:8]([CH:11]([CH3:13])[CH3:12])=[CH:9][CH:10]=2)=[CH:15][CH:16]=1)([CH3:22])[CH3:21]. Run in C(C)O (ethanol). Yields the product C(C=C)C1(CCCC=2N1C=NC2)C2=CC=C(C=C2C2=CC=CC=C2)C#N (6-(5-Allyl-5,6,7,8-tetrahydroimidazo[1,5-a]pyridine-5-yl)biphenyl-3-carbonitrile). The reactants are C=1N=CN2C1CCCC2C2=CC=C(C=C2C2=CC=CC=C2)C#N (6-(5,6,7,8-tetrahydroimidazo[1,5-a]pyridin-5-yl)biphenyl-3-carbonitrile), C(C=C)Br (allyl bromide), 19A. RXN SMILES: [CH:1]1[N:2]=[CH:3][N:4]2[CH:9]([C:10]3[C:15]([C:16]4[CH:21]=[CH:20][CH:19]=[CH:18][CH:17]=4)=[CH:14][C:13]([C:22]#[N:23])=[CH:12][CH:11]=3)[CH2:8][CH2:7][CH2:6][C:5]=12.[CH2:24](Br)[CH:25]=[CH2:26]>>[CH2:26]([C:9]1([C:10]2[C:15]([C:16]3[CH:21]=[CH:20][CH:19]=[CH:18][CH:17]=3)=[CH:14][C:13]([C:22]#[N:23])=[CH:12][CH:11]=2)[N:4]2[CH:3]=[N:2][CH:1]=[C:5]2[CH2:6][CH2:7][CH2:8]1)[CH:25]=[CH2:24]. Procedure details: 6-(5-Allyl-5,6,7,8-tetrahydroimidazo[1,5-a]pyridine-5-yl)biphenyl-3-carbonitrile is prepared from 6-(5,6,7,8-tetrahydroimidazo[1,5-a]pyridin-5-yl)biphenyl-3-carbonitrile and allyl bromide by analogy to 19A above. MS (ESI) m/z 340 (M+H); 1H NMR (400 MHz, CDCl3) δ ppm (HCl salt) 1.73-1.98 (m, 2H), 2.02-2.16 (m, 1H), 2.23-2.38 (m, 1H), 2.54-2.65 (m, 1H), 2.68-2.83 (m, 1H), 2.86-3.02 (m, 1H), 3.00-3.14 (m, 1H), 5.11 (d, J=17.2 Hz, 1H), 5.23 (d, J=10.1 Hz, 1H), 5.44-5.69 (m, 1H), 6.87 (d, J=7.3 Hz, 1... Reactants: (RS)-2-{1-[Bis(4-chlorophenyl)methyl]-azetidin-3-yl}-2-(3,5-difluorophenyl)-N-(3-dimethyl-aminopropyl)acetamide, CN(CCCN)C (N,N-dimethylpropane-1,3-diamine), Cl.CN(CCCN=C=NCC)C (1-(3-dimethylaminopropyl)-3-ethylcarbodiimide hydrochloride), O.OC1=CC=CC=2NN=NC21 (hydroxybenzotriazole hydrate), Cl.ClC1=CC=C(C=C1)C(N1CC(C1)C(C(=O)O)C1=CC(=CC(=C1)F)F)C1=CC=C(C=C1)Cl ((RS)-{1-[bis(4-chlorophenyl)-methyl]azetidin-3-yl}-(3,5-difluorophenyl)acetic acid hydrochloride). The solvent is ClCCl (dichloromethane), ClCCl (dichloromethane), C(C)N(CC)CC (triethylamine). Run at temperature 20 celsius, time 12 hour. Product: ClC1=CC=C(C=C1)C(N1CC(C1)C(C(=O)NCCCN(C)C)C1=CC(=CC(=C1)F)F)C1=CC=C(C=C1)Cl ((RS)-2-{1-[bis(4-chlorophenyl)methyl]azetidin-3-yl}-2-(3,5-difluorophenyl)-N-(3-dimethylamino-propyl)acetamide). RXN SMILES: [CH3:1][N:2]([CH3:7])[CH2:3][CH2:4][CH2:5][NH2:6].Cl.CN(C)CCCN=C=NCC.O.OC1C2N=NNC=2C=CC=1.Cl.[Cl:32][C:33]1[CH:38]=[CH:37][C:36]([CH:39]([C:56]2[CH:61]=[CH:60][C:59]([Cl:62])=[CH:58][CH:57]=2)[N:40]2[CH2:43][CH:42]([CH:44]([C:48]3[CH:53]=[C:52]([F:54])[CH:51]=[C:50]([F:55])[CH:49]=3)[C:45](O)=[O:46])[CH2:41]2)=[CH:35][CH:34]=1>ClCCl.C(N(CC)CC)C>[Cl:62][C:59]1[CH:60]=[CH:61][C:56]([CH:39]([C:36]2[CH:35]=[CH:34][C:33]([Cl:32])=[CH:38][CH:37]=2)[N:40]2[CH2:43][CH:42]([CH:44]([C:48]3[CH:53]=[C:52]([F:54])[CH:51]=[C:50]([F:55])[CH:49]=3)[C:45]([NH:6][CH2:5][CH2:4][CH2:3][N:2]([CH3:7])[CH3:1])=[O:46])[CH2:41]2)=[CH:57][CH:58]=1 |f:1.2,3.4,5.6|. Procedure: (RS)-2-{1-[Bis(4-chlorophenyl)methyl]-azetidin-3-yl}-2-(3,5-difluorophenyl)-N-(3-dimethyl-aminopropyl)acetamide may be prepared in the following manner: 0.015 cm3 of N,N-dimethylpropane-1,3-diamine, 29 mg of 1-(3-dimethylaminopropyl)-3-ethylcarbodiimide hydrochloride, 0.028 cm3 of triethylamine and 1.5 mg of hydroxybenzotriazole hydrate are successively added to a solution of 50 mg of (RS)-{1-[bis(4-chlorophenyl)-methyl]azetidin-3-yl}-(3,5-difluorophenyl)acetic acid hydrochloride in 2 cm3 of anh... Starting materials: FC(C1=CC=C(C=C1)C1=CC=C(S1)C(C)=O)(F)F (1-(5-(4-(trifluoromethyl)phenyl)thien-2-yl)ethanone), ClC1=C(C=O)C=CC(=C1Cl)O (2,3-dichloro-4-hydroxybenzaldehyde). Product: ClC1=C(C=CC(=C1Cl)O)C=CC(=O)C=1SC(=CC1)C1=CC=C(C=C1)C(F)(F)F (3-(2,3-Dichloro-4-hydroxyphenyl)-1-(5-(4-(trifluoromethyl)phenyl)thien-2-yl)prop-2-en-1-one). RXN SMILES: [F:1][C:2]([F:18])([F:17])[C:3]1[CH:8]=[CH:7][C:6]([C:9]2[S:13][C:12]([C:14](=[O:16])[CH3:15])=[CH:11][CH:10]=2)=[CH:5][CH:4]=1.[Cl:19][C:20]1[C:27]([Cl:28])=[C:26]([OH:29])[CH:25]=[CH:24][C:21]=1[CH:22]=O>>[Cl:19][C:20]1[C:27]([Cl:28])=[C:26]([OH:29])[CH:25]=[CH:24][C:21]=1[CH:22]=[CH:15][C:14]([C:12]1[S:13][C:9]([C:6]2[CH:5]=[CH:4][C:3]([C:2]([F:17])([F:1])[F:18])=[CH:8][CH:7]=2)=[CH:10][CH:11]=1)=[O:16]. Procedure: 3-(2,3-Dichloro-4-hydroxyphenyl)-1-(5-(4-(trifluoromethyl)phenyl)thien-2-yl)prop-2-en-1-one is prepared from 1-(5-(4-(trifluoromethyl)phenyl)thien-2-yl)ethanone and 2,3-dichloro-4-hydroxybenzaldehyde according to general procedure B. The evaporation residue is crystallized from acetonitrile. Reactants: ( 17 ), CCOC(=O)C.CCCCCC (EtOAc hexane), [H-].[Na+] (NaH), CN(C)C=O (DMF), CN(C)C=O (DMF), thiolate, C(CCCCCCCC)S (nonanethiol), CN(C)C=O (DMF). The product is C(CCCCCCCC)SCC1CCC(N1)=O (5-(Nonylthiomethyl)pyrrolidin-2-one). Reaction SMILES: [CH2:1]([SH:10])[CH2:2][CH2:3][CH2:4][CH2:5][CH2:6][CH2:7][CH2:8][CH3:9].[H-].[Na+].CCO[C:16]([CH3:18])=[O:17].[CH3:19][CH2:20][CH2:21]CCC.C[N:26](C=O)C>>[CH2:1]([S:10][CH2:19][CH:20]1[NH:26][C:16](=[O:17])[CH2:18][CH2:21]1)[CH2:2][CH2:3][CH2:4][CH2:5][CH2:6][CH2:7][CH2:8][CH3:9] |f:1.2,3.4|. Reported procedure: Treatment of 6 (17) [(5S), 458 mg, 2.58 mmol] in dry DMF (3 mL) with thiolate solution in dry DMF (7 mL) generated from nonanethiol (510 μL, 433 mg, 2.71 mmol), and NaH (114 mg, 2.84 mmol, 60%/mineral oil) in dry DMF (7 mL) by Procedure A [column chromatography (80% EtOAc/hexane→EtOAc)] gave 7c(5S) (652 mg, 98%) as a colorless oil: 1H NMR δ 0.86 (t, J=7.0 Hz, 3H), 1.19-1.29 (m, 10H), 1.29-1.38 (m, 2H), 1.54 (‘quint’, J=7.3 Hz, 2H), 1.75-1.85 (m, 1H), 2.23-2.43 (m, 3H), 2.51 (t, J=7.5 Hz, 2H), 2.... Reactants: [Al+3], COC(=O)c1cnn(C2CCCCC2)c1, [H-], [H-], [H-], [H-], [Li+], [Na+], C1CCOC1, [OH-]. Product: OCc1cnn(C2CCCCC2)c1. Reaction SMILES: [Al+3:2].[CH:7]1([n:13]2[n:14][cH:15][c:16]([C:18](=[O:19])[O:20][CH3:21])[cH:17]2)[CH2:8][CH2:9][CH2:10][CH2:11][CH2:12]1.[H-:1].[H-:4].[H-:5].[H-:6].[Li+:3].[Na+:23].[O:24]1[CH2:25][CH2:26][CH2:27][CH2:28]1.[OH-:22]>>[CH:7]1([n:13]2[n:14][cH:15][c:16]([CH2:18][OH:19])[cH:17]2)[CH2:8][CH2:9][CH2:10][CH2:11][CH2:12]1.